From a dataset of the Open Reaction Database (ORD), a public repository of structured organic reaction records. describe an organic reaction: reactants, conditions, products, and yield The reactants are OC1=CC=NN1C1=NC=CC(=C1)C#N (2-(5-hydroxy-1H-pyrazol-1-yl)pyridine-4-carbonitrile), ClC1=CC(=C(C=C1)CO)OCCCC ((4-chloro-2-butoxyphenyl)methanol). Product: C(CCC)OC1=C(C=CC(=C1)Cl)COC1=CC=NN1C1=NC=CC(=C1)C#N (2-[5-[(2-butoxy-4-chlorophenyl)methoxy]pyrazol-1-yl]pyridine-4-carbonitrile). Reaction SMILES: [OH:1][C:2]1[N:6]([C:7]2[CH:12]=[C:11]([C:13]#[N:14])[CH:10]=[CH:9][N:8]=2)[N:5]=[CH:4][CH:3]=1.[Cl:15][C:16]1[CH:21]=[CH:20][C:19]([CH2:22]O)=[C:18]([O:24][CH2:25][CH2:26][CH2:27][CH3:28])[CH:17]=1>>[CH2:25]([O:24][C:18]1[CH:17]=[C:16]([Cl:15])[CH:21]=[CH:20][C:19]=1[CH2:22][O:1][C:2]1[N:6]([C:7]2[CH:12]=[C:11]([C:13]#[N:14])[CH:10]=[CH:9][N:8]=2)[N:5]=[CH:4][CH:3]=1)[CH2:26][CH2:27][CH3:28]. Procedure: The title compound was prepared from 2-(5-hydroxy-1H-pyrazol-1-yl)pyridine-4-carbonitrile and (4-chloro-2-butoxyphenyl)methanol according to the procedure for the preparation of Example 39, part C. 1H NMR (400 MHz, CDCl3): δ 0.95 (3H, t, J=7.2 Hz), 1.41-1.48 (2H, m), 1.74-1.79 (2H, m), 4.01 (2H, t, J=6.4 Hz), 5.23 (2H, s), 5.77 (1H, d, J=1.6 Hz), 6.90 (1H, d, J=2.0 Hz), 6.95 (1H, dd, J=1.6 Hz, 7.6 Hz), 7.34 (1H, d, J=8.0 Hz), 7.39 (1H, dd, J=0.8 Hz, 4.8 Hz), 7.57 (1H, d, J=1.6 Hz), 8.04 (1H, s),... Starting materials: NC(CC1=CC=C(C=C1)[N+](=O)[O-])(C)C (2-amino-2-methyl-1-(4-nitrophenyl)propane), C[Si](NC(C)=O)(C)C (N-trimethylsilylacetamide), ice, Cl (hydrochloric acid), ClC=1C=C([C@@H]2CO2)C=CC1 ((R)-3-chlorostyrene oxide), C([O-])([O-])=O.[Na+].[Na+] (sodium carbonate). Solvent: CO (MeOH), CS(=O)C (DMSO). Conditions: temperature 95 celsius, time 22 hour. Product: ClC=1C=C(C=CC1)[C@H](CNC(CC1=CC=C(C=C1)[N+](=O)[O-])(C)C)O (1(R)-(3-Chloro-phenyl)-2-[1,1-dimethyl-2-(4-nitro-phenyl)-ethylamino]-ethanol). The yield is 108.8%. Reaction SMILES: [NH2:1][C:2]([CH3:14])([CH3:13])[CH2:3][C:4]1[CH:9]=[CH:8][C:7]([N+:10]([O-:12])=[O:11])=[CH:6][CH:5]=1.C[Si](C)(C)NC(=O)C.[Cl:23][C:24]1[CH:25]=[C:26]([CH:30]=[CH:31][CH:32]=1)[C@H:27]1[O:29][CH2:28]1.Cl.C(=O)([O-])[O-].[Na+].[Na+]>CS(C)=O.CO>[Cl:23][C:24]1[CH:25]=[C:26]([C@@H:27]([OH:29])[CH2:28][NH:1][C:2]([CH3:14])([CH3:13])[CH2:3][C:4]2[CH:5]=[CH:6][C:7]([N+:10]([O-:12])=[O:11])=[CH:8][CH:9]=2)[CH:30]=[CH:31][CH:32]=1 |f:4.5.6|. Reported procedure: A solution of 2.2 g of 2-amino-2-methyl-1-(4-nitrophenyl)propane (prepared by the procedures described in J. Milecki, et al. J. Med. Chem., 30, 1563 (1987)) and N-trimethylsilylacetamide (1.6 g) in 2.2 mL DMSO was stirred for 30 min, then (R)-3-chlorostyrene oxide (1.8 g) was added and the resulting solution was stirred at 95° C. for 22 h. The reaction solution was allowed to cool, poured over a mixture of ice (30 g) and 6 N aqueous hydrochloric acid (10 mL). A small portion of MeOH was added to... Starting materials: FC1=CC=C(C(=C1)C1=CC(=CC(=C1)C(F)(F)F)C(F)(F)F)C=O (5-fluoro-3′,5′-bis(trifluoromethyl)-[1,1′-biphenyl]-2-carbaldehyde), Cl.S1C(=NC=C1)C(N)=N (thiazole-2-carboximidamide hydrochloride), O=C(CC(=O)OCC)C (ethyl 3-oxobutanoate). Yields the product FC=1C=CC(=C(C1)C1=CC(=CC(=C1)C(F)(F)F)C(F)(F)F)C1N=C(NC(=C1C(=O)OCC)C)C=1SC=CN1 (Ethyl 4-(5-fluoro-3′,5′-bis(trifluoromethyl)-[1,1′-biphenyl]-2-yl)-6-methyl-2-(thiazol-2-yl)-1,4-dihydropyrimidine-5-carboxylate). The yield is 25.8%. RXN SMILES: [F:1][C:2]1[CH:7]=[C:6]([C:8]2[CH:13]=[C:12]([C:14]([F:17])([F:16])[F:15])[CH:11]=[C:10]([C:18]([F:21])([F:20])[F:19])[CH:9]=2)[C:5]([CH:22]=O)=[CH:4][CH:3]=1.Cl.[S:25]1[CH:29]=[CH:28][N:27]=[C:26]1[C:30](=[NH:32])[NH2:31].O=[C:34]([CH3:41])[CH2:35][C:36]([O:38][CH2:39][CH3:40])=[O:37]>>[F:1][C:2]1[CH:3]=[CH:4][C:5]([CH:22]2[C:35]([C:36]([O:38][CH2:39][CH3:40])=[O:37])=[C:34]([CH3:41])[NH:31][C:30]([C:26]3[S:25][CH:29]=[CH:28][N:27]=3)=[N:32]2)=[C:6]([C:8]2[CH:13]=[C:12]([C:14]([F:15])([F:16])[F:17])[CH:11]=[C:10]([C:18]([F:21])([F:20])[F:19])[CH:9]=2)[CH:7]=1 |f:1.2|. Procedure: 5-fluoro-3′,5′-bis(trifluoromethyl)-[1,1′-biphenyl]-2-carbaldehyde (2.34 g, 6.96 mmol) was reacted with thiazole-2-carboximidamide hydrochloride (1.14 g, 6.96 mmol) and ethyl 3-oxobutanoate (1.1 g, 8.35 mmol) according to the procedure as described in Example 1, Step A to give the title compound as a yellow solid (1 g, 26%). The compound was characterized by the following spectroscopic data: Starting materials: N1(CCOCC1)C=1C2=C(N=C(N1)[Sn](CCCC)(CCCC)CCCC)C=C(S2)CN2CCN(CC2)C(C(=O)N)(C)C (2-[4-(4-morpholin-4-yl-2-(tributylstannanyl)-thieno[3,2-d]pyrimidin-6-ylmethyl)piperazin-1-yl]isobutyramide), BrC1=CC=C(C=2N1C=CN2)C (5-bromo-8-methylimidazo[1,2-a]pyridine). The reagents and catalysts are C=1C=CC(=CC1)[P](C=2C=CC=CC2)(C=3C=CC=CC3)[Pd]([P](C=4C=CC=CC4)(C=5C=CC=CC5)C=6C=CC=CC6)([P](C=7C=CC=CC7)(C=8C=CC=CC8)C=9C=CC=CC9)[P](C=1C=CC=CC1)(C=1C=CC=CC1)C=1C=CC=CC1 (Pd(PPh3)4), S1C(=CC=C1)C(=O)[O-].[Cu+] (copper(I) thiophene-2-carboxylate). Solvent: O1CCOCC1 (dioxane). Run at temperature 150 celsius. The product is CC(C(=O)N)(C)N1CCN(CC1)CC1=CC=2N=C(N=C(C2S1)N1CCOCC1)C1=CC=C(C=2N1C=CN2)C (2-methyl-2-(4-((2-(8-methylimidazo[1,2-a]pyridin-5-yl)-4-morpholinothieno[3,2-d]pyrimidin-6-yl)methyl)piperazin-1-yl)propanamide). Yield: 60.5%. Reaction SMILES: [N:1]1([C:7]2[C:8]3[S:28][C:27]([CH2:29][N:30]4[CH2:35][CH2:34][N:33]([C:36]([CH3:41])([CH3:40])[C:37]([NH2:39])=[O:38])[CH2:32][CH2:31]4)=[CH:26][C:9]=3[N:10]=[C:11]([Sn](CCCC)(CCCC)CCCC)[N:12]=2)[CH2:6][CH2:5][O:4][CH2:3][CH2:2]1.Br[C:43]1[N:48]2[CH:49]=[CH:50][N:51]=[C:47]2[C:46]([CH3:52])=[CH:45][CH:44]=1>O1CCOCC1.C1C=CC([P]([Pd]([P](C2C=CC=CC=2)(C2C=CC=CC=2)C2C=CC=CC=2)([P](C2C=CC=CC=2)(C2C=CC=CC=2)C2C=CC=CC=2)[P](C2C=CC=CC=2)(C2C=CC=CC=2)C2C=CC=CC=2)(C2C=CC=CC=2)C2C=CC=CC=2)=CC=1.S1C=CC=C1C([O-])=O.[Cu+]>[CH3:41][C:36]([N:33]1[CH2:34][CH2:35][N:30]([CH2:29][C:27]2[S:28][C:8]3[C:7]([N:1]4[CH2:2][CH2:3][O:4][CH2:5][CH2:6]4)=[N:12][C:11]([C:43]4[N:48]5[CH:49]=[CH:50][N:51]=[C:47]5[C:46]([CH3:52])=[CH:45][CH:44]=4)=[N:10][C:9]=3[CH:26]=2)[CH2:31][CH2:32]1)([CH3:40])[C:37]([NH2:39])=[O:38] |f:4.5,^1:62,64,83,102|. Reported procedure: A mixture of 2-[4-(4-morpholin-4-yl-2-(tributylstannanyl)-thieno[3,2-d]pyrimidin-6-ylmethyl)piperazin-1-yl]isobutyramide (205 mg, 0.30 mmol), 5-bromo-8-methylimidazo[1,2-a]pyridine (75 mg, 0.35 mmol), Pd(PPh3)4 (34 mg, 0.03 mmol) and copper(I) thiophene-2-carboxylate (11 mg, 0.06 mmol) in dioxane (3 mL) was purged with argon gas then heated at 150° C., for 20 min, in a microwave reactor. The reaction mixture was loaded onto an Isolute® SCX-2 cartridge (10 g). The cartridge was washed with MeOH t...